From a dataset of the Open Reaction Database (ORD), a public repository of structured organic reaction records. describe an organic reaction: reactants, conditions, products, and yield Reactants: BrC1=CC=C(C=C1)CC[C@@H]1CC[C@H](CC1)CCCCC (1-(p-Bromophenyl)-2-(trans-4-n-pentylcyclohexyl)-ethane), C(CCCC)[C@@H]1CC[C@H](CC1)CC(=O)Cl (trans-4-n-pentylcyclohexylacetyl chloride), CC1(N=C(OC1)C1CCC(CC1)=O)C (4-(4,5-dihydro-4,4-dimethyl-2-oxazolyl)-cyclohexanone). Run in C1=CC=CC=C1 (benzene). The product is C(#N)[C@@H]1CC[C@H](CC1)C1=CC=C(C=C1)CC[C@@H]1CC[C@H](CC1)CCCCC (1-[p-(trans-4-cyanocyclohexyl)-phenyl]-2-(trans-4-n-pentylcyclohexyl)-ethane). As a reaction SMILES: Br[C:2]1[CH:7]=[CH:6][C:5]([CH2:8][CH2:9][C@H:10]2[CH2:15][CH2:14][C@H:13]([CH2:16][CH2:17][CH2:18][CH2:19][CH3:20])[CH2:12][CH2:11]2)=[CH:4][CH:3]=1.C([C@H]1CC[C@H](CC(Cl)=O)CC1)CCCC.CC1(C)CO[C:39]([CH:42]2[CH2:47][CH2:46][C:45](=O)[CH2:44][CH2:43]2)=[N:38]1>C1C=CC=CC=1>[C:39]([C@H:42]1[CH2:47][CH2:46][C@H:45]([C:2]2[CH:7]=[CH:6][C:5]([CH2:8][CH2:9][C@H:10]3[CH2:15][CH2:14][C@H:13]([CH2:16][CH2:17][CH2:18][CH2:19][CH3:20])[CH2:12][CH2:11]3)=[CH:4][CH:3]=2)[CH2:44][CH2:43]1)#[N:38]. Reported procedure: 1-(p-Bromophenyl)-2-(trans-4-n-pentylcyclohexyl)-ethane [obtainable by Friedel-Crafts acylation of benzene with trans-4-n-pentylcyclohexylacetyl chloride, Wolff-Kishner reduction of the carbonyl group and bromination of the aromatic in the p-position] is subjected to a Grignard reaction with 4-(4,5-dihydro-4,4-dimethyl-2-oxazolyl)-cyclohexanone. Detachment of water, with simultaneous removal of the oxazolyl protective group, by boiling with ethanolic H2SO4, hydrogenation of the double bond, conv... Reactants: C(Br)(Br)(Br)Br (carbon tetrabromide), C1(=CC=CC=C1)P(C1=CC=CC=C1)C1=CC=CC=C1 (triphenylphosphine), OCCCCCC(CCC(=O)OCC)(C)C (Ethyl 9-hydroxy-4,4-dimethylnonanoate), C(Br)(Br)(Br)Br (carbon tetrabromide), C1(=CC=CC=C1)P(C1=CC=CC=C1)C1=CC=CC=C1 (triphenylphosphine). Run in C(Cl)Cl (DCM). Conditions: time 8 hour. The product is BrCCCCCC(CCC(=O)OCC)(C)C (Ethyl 9-bromo-4,4-dimethylnonanoate). As a reaction SMILES: O[CH2:2][CH2:3][CH2:4][CH2:5][CH2:6][C:7]([CH3:16])([CH3:15])[CH2:8][CH2:9][C:10]([O:12][CH2:13][CH3:14])=[O:11].C(Br)(Br)(Br)[Br:18].C1(P(C2C=CC=CC=2)C2C=CC=CC=2)C=CC=CC=1>C(Cl)Cl>[Br:18][CH2:2][CH2:3][CH2:4][CH2:5][CH2:6][C:7]([CH3:16])([CH3:15])[CH2:8][CH2:9][C:10]([O:12][CH2:13][CH3:14])=[O:11]. Reported procedure: A solution of ethyl 9-hydroxy-4,4-dimethylnonanoate (example 285, step f) (0.44 g) in DCM (19 mL) at 0° C. was treated with carbon tetrabromide (0.76 g) followed by triphenylphosphine (0.60 g) and the reaction mixture was stirred at room temperature overnight. Further amounts of carbon tetrabromide (0.76 g) and triphenylphosphine (0.60 g) were added and stirring continued for 3 hours. The solvent was removed by evaporation then the mixture was triturated with cyclohexane and the resultant solid ... Starting materials: Cl.O=C1C(CCC2=CC=CC=C12)CN1CCC(C(=O)N)(CC1)NC1=CC=CC=C1 (1-[(1,2,3,4-tetrahydro-1-oxo-2-naphthalenyl)-methyl]-4-anilino isonipecotamide, hydrochloride), [BH4-].[Na+] (sodium borohydride). Run in O (water), CO (methanol). Run at time 15 hour. The product is OC1C(CCC2=CC=CC=C12)CN1CCC(C(=O)N)(CC1)NC1=CC=CC=C1 (1-[(1,2,3,4-tetrahydro-1-hydroxy-2-naphthalenyl)methyl]-4-anilino isonipecotamide). Reaction SMILES: Cl.[O:2]=[C:3]1[C:12]2[C:7](=[CH:8][CH:9]=[CH:10][CH:11]=2)[CH2:6][CH2:5][CH:4]1[CH2:13][N:14]1[CH2:22][CH2:21][C:17]([NH:23][C:24]2[CH:29]=[CH:28][CH:27]=[CH:26][CH:25]=2)([C:18]([NH2:20])=[O:19])[CH2:16][CH2:15]1.[BH4-].[Na+]>CO.O>[OH:2][CH:3]1[C:12]2[C:7](=[CH:8][CH:9]=[CH:10][CH:11]=2)[CH2:6][CH2:5][CH:4]1[CH2:13][N:14]1[CH2:15][CH2:16][C:17]([NH:23][C:24]2[CH:25]=[CH:26][CH:27]=[CH:28][CH:29]=2)([C:18]([NH2:20])=[O:19])[CH2:21][CH2:22]1 |f:0.1,2.3|. Reported procedure: Finely-ground 1-[(1,2,3,4-tetrahydro-1-oxo-2-naphthalenyl)-methyl]-4-anilino isonipecotamide, hydrochloride (1:1) (5.0 g) is slurried in methanol (100 ml) and cooled in ice. To this mixture is added an aqueous solution of sodium borohydride (3.0 g) in water (25 ml). The resulting mixture is stirred for 15 hours at room temperature under nitrogen. Dilution of the reaction mixture with water (200 ml), extraction with methylene chloride, and concentration of the dried organic solution give the titl... The reactants are CC(C)(N)Cc1c[nH]c2ccccc12, CCO, c1cc2nnnn2cc1C1CO1. The product is CC(C)(Cc1c[nH]c2ccccc12)NCC(O)c1ccc2nnnn2c1. RXN SMILES: [CH3:1][C:2]([CH2:3][c:4]1[cH:5][nH:6][c:7]2[cH:8][cH:9][cH:10][cH:11][c:12]12)([CH3:13])[NH2:14].[CH3:27][CH2:28][OH:29].[n:15]1[n:16][n:17][n:18]2[c:19]1[cH:20][cH:21][c:22]([CH:24]1[O:25][CH2:26]1)[cH:23]2>>[CH3:1][C:2]([CH2:3][c:4]1[cH:5][nH:6][c:7]2[cH:8][cH:9][cH:10][cH:11][c:12]12)([CH3:13])[NH:14][CH2:26][CH:24]([c:22]1[cH:21][cH:20][c:19]2[n:15][n:16][n:17][n:18]2[cH:23]1)[OH:25]. Reactants: C1CCC2CCCNN=C2C1, COc1ncccc1CO, Cc1ccccc1, O, [N-]=[N+]=NP(=O)(c1ccccc1)c1ccccc1. Yields the product COc1ncccc1CN=[N+]=[N-]. Reaction SMILES: [C:28]12=[N:38][NH:37][CH2:36][CH2:35][CH2:34][CH:33]1[CH2:32][CH2:31][CH2:30][CH2:29]2.[CH3:1][O:2][c:3]1[n:4][cH:5][cH:6][cH:7][c:8]1[CH2:9][OH:10].[CH3:40][c:41]1[cH:42][cH:43][cH:44][cH:45][cH:46]1.[OH2:39].[c:11]1([P:12]([c:13]2[cH:14][cH:15][cH:16][cH:17][cH:18]2)(=[O:19])[N:25]=[N+:26]=[N-:27])[cH:20][cH:21][cH:22][cH:23][cH:24]1>>[CH3:1][O:2][c:3]1[n:4][cH:5][cH:6][cH:7][c:8]1[CH2:9][N:25]=[N+:26]=[N-:27]. Starting materials: COc1ccc(C=CC(=O)NN)cn1, CO, O=Cc1ccc([N+](=O)[O-])o1. The product is COc1ccc(C=CC(=O)NN=Cc2ccc([N+](=O)[O-])o2)cn1. Reaction SMILES: [CH3:1][O:2][c:3]1[cH:4][cH:5][c:6]([CH:9]=[CH:10][C:11](=[O:12])[NH:13][NH2:14])[cH:7][n:8]1.[CH3:25][OH:26].[N+:15](=[O:16])([O-:17])[c:18]1[cH:19][cH:20][c:21]([CH:23]=[O:24])[o:22]1>>[CH3:1][O:2][c:3]1[cH:4][cH:5][c:6]([CH:9]=[CH:10][C:11](=[O:12])[NH:13][N:14]=[CH:23][c:21]2[cH:20][cH:19][c:18]([N+:15](=[O:16])[O-:17])[o:22]2)[cH:7][n:8]1. The reactants are COC1=C(C=C(C=C1)N(CC1CCOCC1)C)N (4-methoxy-N1-methyl-N1-(tetrahydro-pyran-4-ylmethyl)-benzene-1,3-diamine), C(C1=CC=CC=C1)(=O)N=C=S (benzoyl isothiocyanate), CC(=O)C (acetone). Reaction conditions: time 16 hour. The product is C(C1=CC=CC=C1)(=O)NC(=S)NC1=C(C=CC(=C1)N(C1CCOCC1)C)OC (1-benzoyl-3-{2-methoxy-5-[methyl-(tetrahydro-pyra n-4-yl)-amino]-phenyl}-thiourea). Yield: 56.0%. RXN SMILES: [CH3:1][O:2][C:3]1[CH:8]=[CH:7][C:6]([N:9]([CH3:17])[CH2:10][CH:11]2[CH2:16]COCC2)=[CH:5][C:4]=1[NH2:18].[C:19]([N:27]=[C:28]=[S:29])(=[O:26])[C:20]1[CH:25]=[CH:24][CH:23]=[CH:22][CH:21]=1.[CH3:30][C:31](C)=[O:32]>>[C:19]([NH:27][C:28]([NH:18][C:4]1[CH:5]=[C:6]([N:9]([CH3:17])[CH:10]2[CH2:11][CH2:16][O:32][CH2:31][CH2:30]2)[CH:7]=[CH:8][C:3]=1[O:2][CH3:1])=[S:29])(=[O:26])[C:20]1[CH:25]=[CH:24][CH:23]=[CH:22][CH:21]=1. Procedure details: To a stirred solution of 0.330 g (1.4 mmol) 4-methoxy-N1-methyl-N1-(tetrahydro-pyran-4-ylmethyl)-benzene-1,3-diamine in 5 ml acetone was added dropwise 0.2 ml (1.50 mmol) benzoyl isothiocyanate and stirring continued for 16 hrs at room temperature. The mixture was then concentrated in vacuo and the residue subjected to column chromatography (1/1 hexane/ethyl acetate) to afford 0.31 g (56%) 1-benzoyl-3-{2-methoxy-5-[methyl-(tetrahydro-pyra n-4-yl)-amino]-phenyl}-thiourea as a yellow solid. ES-MS ... The reactants are CN1C(NC(C=2NC=NC12)=O)=O (3-methylxanthine), [H-].[Na+] (sodium hydride), CS(=O)C (dimethyl sulfoxide), 3-Methyl-7-methylpivaloyl-1-(8,9-oxidononyl)xanthine, ClCCC(C(=O)[O-])(C)C (Chloromethylpivalate). The solvent is O (water). Run at time 0.5 hour. Yields the product CN1C(NC(C=2N(C=NC12)C(C(CC)(C)C)=O)=O)=O (3-methyl-7-(methylpivaloyl)xanthine). Yield: 90.2%. As a reaction SMILES: [CH3:1][N:2]1[C:10]2[N:9]=[CH:8][NH:7][C:6]=2[C:5](=[O:11])[NH:4][C:3]1=[O:12].[H-].[Na+].CS(C)=O.Cl[CH2:20][CH2:21][C:22]([CH3:27])([CH3:26])[C:23]([O-])=[O:24]>O>[CH3:1][N:2]1[C:10]2[N:9]=[CH:8][N:7]([C:23](=[O:24])[C:22]([CH3:27])([CH3:26])[CH2:21][CH3:20])[C:6]=2[C:5](=[O:11])[NH:4][C:3]1=[O:12] |f:1.2|. Reported procedure: This example illustrates a synthesis of 3-Methyl-7-methylpivaloyl-1-(8,9-oxidononyl)xanthine (inventive compound no. 1409). A mixture of 3-methylxanthine (Aldrich, 1.00 g, 6.0 mmol), sodium hydride (145 mg, 6.0 mmol) and dimethyl sulfoxide (20 mL) was stirred until homogeneous (0.5 hours). Chloromethylpivalate (865mL, 904 mg, 6.0 mmol) was added and the reaction stirred for 18 hours. The reaction mixture was poured into water (70 mL) and then extracted with 25% ethanol/dichloromethane (4×60 mL).... Reactants: C(C)(=O)N1CCC(CC1)/C=C/C(=O)C1=CC=C(C=C1)[N+](=O)[O-] ((E)-4-[3-(1-acetylpiperidin-4-yl)propenoyl]nitrobenzene). Reagents/catalysts: [Pt]=O (platinum oxide). Run in CO (methanol). Run at time 3 hour. Product: C(C)(=O)N1CCC(CC1)CCC(=O)C1=CC=C(N)C=C1 (4-[3-(1-acetylpiperidin-4-yl) propanoyl]aniline). The yield is 78.6%. RXN SMILES: [C:1]([N:4]1[CH2:9][CH2:8][CH:7](/[CH:10]=[CH:11]/[C:12]([C:14]2[CH:19]=[CH:18][C:17]([N+:20]([O-])=O)=[CH:16][CH:15]=2)=[O:13])[CH2:6][CH2:5]1)(=[O:3])[CH3:2]>[Pt]=O.CO>[C:1]([N:4]1[CH2:9][CH2:8][CH:7]([CH2:10][CH2:11][C:12]([C:14]2[CH:19]=[CH:18][C:17]([NH2:20])=[CH:16][CH:15]=2)=[O:13])[CH2:6][CH2:5]1)(=[O:3])[CH3:2]. Procedure: To 6.74 g of (E)-4-[3-(1-acetylpiperidin-4-yl)propenoyl]nitrobenzene were added 300 ml of methanol and 0.30 g of platinum oxide, and under a hydrogen stream, the mixture was stirred at room temperature for 3 hours. Then, the solid was removed by filtration, the solvent was removed by distillation under reduced pressure, and the obtained residue was applied to silica gel column chromatography to obtain 4.81 g of the title compound as brownish white powder.